From a dataset of the Open Reaction Database (ORD), a public repository of structured organic reaction records. describe an organic reaction: reactants, conditions, products, and yield The reactants are CO, COC(=O)c1cc(F)ccc1CNC(=O)c1nn2c(c1O)C(=O)N(C)CC2c1ccccc1, [Na+], [OH-]. Product: CN1CC(c2ccccc2)n2nc(C(=O)NCc3ccc(F)cc3C(=O)O)c(O)c2C1=O. RXN SMILES: [CH3:36][OH:37].[F:1][c:2]1[cH:3][cH:4][c:5]([CH2:12][NH:13][C:14](=[O:15])[c:16]2[n:17][n:18]3[c:19]([c:32]2[OH:33])[C:20](=[O:31])[N:21]([CH3:30])[CH2:22][CH:23]3[c:24]2[cH:25][cH:26][cH:27][cH:28][cH:29]2)[c:6]([C:7](=[O:8])[O:9][CH3:10])[cH:11]1.[Na+:35].[OH-:34]>>[F:1][c:2]1[cH:3][cH:4][c:5]([CH2:12][NH:13][C:14](=[O:15])[c:16]2[n:17][n:18]3[c:19]([c:32]2[OH:33])[C:20](=[O:31])[N:21]([CH3:30])[CH2:22][CH:23]3[c:24]2[cH:25][cH:26][cH:27][cH:28][cH:29]2)[c:6]([C:7](=[O:8])[OH:9])[cH:11]1. Starting materials: C(CCCCCCCCC)OC1=C(C(=NC=C1)COC(C)=O)C (4-decyloxy-2-acetoxymethyl-3-methylpyridine), aqueous solution, [OH-].[Na+] (sodium hydroxide). Run in O (water). The product is C(CCCCCCCCC)OC1=C(C(=NC=C1)CO)C (4-decyloxy-2-hydroxymethyl-3-methylpyridine). Yield: 127.1%. As a reaction SMILES: [CH2:1]([O:11][C:12]1[CH:17]=[CH:16][N:15]=[C:14]([CH2:18][O:19]C(=O)C)[C:13]=1[CH3:23])[CH2:2][CH2:3][CH2:4][CH2:5][CH2:6][CH2:7][CH2:8][CH2:9][CH3:10].[OH-].[Na+]>O>[CH2:1]([O:11][C:12]1[CH:17]=[CH:16][N:15]=[C:14]([CH2:18][OH:19])[C:13]=1[CH3:23])[CH2:2][CH2:3][CH2:4][CH2:5][CH2:6][CH2:7][CH2:8][CH2:9][CH3:10] |f:1.2|. Procedure details: 18.6 g (0.058 mol, 1.0 eq.) of 4-decyloxy-2-acetoxymethyl-3-methylpyridine was added dropwise to a 20% aqueous solution of sodium hydroxide (23 g) at 11 to 22° C., and the mixture was allowed to react for one hour at room temperature. Subsequently, water (93 mL) was added, and then the mixture was extracted with toluene (130 mL). The extract was washed with water, dried over anhydrous magnesium sulfate, and then concentrated to dryness, to obtain 20.6 g of 4-decyloxy-2-hydroxymethyl-3-methylpyri... Reactants: Cl.CSCCC(=O)O (3-(methylthio)propanoic acid hydrochloride), C(C1=CC=CC=C1)[C@@H]1C[C@H](NC1)C(=O)NC1=CC=C(C=C1)OC1=CC=C(C=C1)F ((2S,4R)-4-benzyl-N-(4-(4-fluorophenoxy)phenyl)pyrrolidine-2-carboxamide). Yields the product Compound 85, C(C1=CC=CC=C1)[C@@H]1C[C@H](N(C1)C(CCSC)=O)C(=O)NC1=CC=C(C=C1)OC1=CC=C(C=C1)F ((2S,4R)-4-benzyl-N-(4-(4-fluorophenoxy)phenyl)-1-(3-(methylthio)propanoyl)pyrrolidine-2-carboxamide). Isolated yield 28.1%. RXN SMILES: Cl.[CH3:2][S:3][CH2:4][CH2:5][C:6]([OH:8])=O.[CH2:9]([C@H:16]1[CH2:20][NH:19][C@H:18]([C:21]([NH:23][C:24]2[CH:29]=[CH:28][C:27]([O:30][C:31]3[CH:36]=[CH:35][C:34]([F:37])=[CH:33][CH:32]=3)=[CH:26][CH:25]=2)=[O:22])[CH2:17]1)[C:10]1[CH:15]=[CH:14][CH:13]=[CH:12][CH:11]=1>>[CH2:9]([C@H:16]1[CH2:20][N:19]([C:6](=[O:8])[CH2:5][CH2:4][S:3][CH3:2])[C@H:18]([C:21]([NH:23][C:24]2[CH:29]=[CH:28][C:27]([O:30][C:31]3[CH:32]=[CH:33][C:34]([F:37])=[CH:35][CH:36]=3)=[CH:26][CH:25]=2)=[O:22])[CH2:17]1)[C:10]1[CH:11]=[CH:12][CH:13]=[CH:14][CH:15]=1 |f:0.1|. Procedure details: Proceeding as in Example 1, but substituting 3-(methylthio)propanoic acid hydrochloride and (2S,4R)-4-benzyl-N-(4-(4-fluorophenoxy)phenyl)pyrrolidine-2-carboxamide, gave Compound 85, (2S,4R)-4-benzyl-N-(4-(4-fluorophenoxy)phenyl)-1-(3-(methylthio)propanoyl)pyrrolidine-2-carboxamide (8.3 mg, 28.1%). Major isomer: 1H-NMR (400 MHz, DMSO-D6): σ 9.91 (s, 1H), 7.54 (d, 2H), 7.27 (m, 2H), 7.22-7.15 (m, 7H), 6.93 (m, 2H), 4.46 (t, 1H), 3.66 (m, 1H), 3.23 (m, 1H), 2.65-2.59 (m, 6H), 2.56 (m, 1H), 2.04 (s... Reactants: C(C)OC(=O)CNC(CCl)=O (N-(ethoxycarbonylmethyl)-2-chloroacetamide), OC1=CC=C(C=O)C=C1 (4-hydroxybenzaldehyde), C([O-])([O-])=O.[K+].[K+] (potassium carbonate), [I-].[Na+] (sodium iodide), Cl (hydrochloric acid). Solvent: CN(C=O)C (N,N-dimethylformamide). Run at temperature 80 celsius, time 30 minute. The product is C(C)OC(=O)CNC(COC1=CC=C(C=C1)C=O)=O (N-(ethoxycarbonylmethyl)-2-(4-formylphenoxy)acetamide). Isolated yield 31.1%. Reaction SMILES: [OH:1][C:2]1[CH:9]=[CH:8][C:5]([CH:6]=[O:7])=[CH:4][CH:3]=1.C(=O)([O-])[O-].[K+].[K+].[I-].[Na+].[CH2:18]([O:20][C:21]([CH2:23][NH:24][C:25](=[O:28])[CH2:26]Cl)=[O:22])[CH3:19].Cl>CN(C)C=O>[CH2:18]([O:20][C:21]([CH2:23][NH:24][C:25](=[O:28])[CH2:26][O:1][C:2]1[CH:9]=[CH:8][C:5]([CH:6]=[O:7])=[CH:4][CH:3]=1)=[O:22])[CH3:19] |f:1.2.3,4.5|. Procedure details: To a mixture of 4-hydroxybenzaldehyde (6.1 g), potassium carbonate (13.8 g), sodium iodide (0.75 g) and N,N-dimethylformamide (110 ml) was added N-(ethoxycarbonylmethyl)-2-chloroacetamide (8.9 g), and the mixture was stirred at 80° C. for 30 minutes. The reaction mixture was poured into 3% hydrochloric acid and extracted with ethyl acetate. The ethyl acetate layer was washed successively with water and a saturated aqueous sodium chloride solution and dried over anhydrous magnesium sulfate. After... The reactants are [Cl-].[Al+3].[Cl-].[Cl-] (aluminum chloride), FC1=CC=CC=C1 (fluorobenzene), Br.CN(C)CC(C(=O)Br)C (α-(dimethylaminomethyl)propionyl bromide hydrobromide). Run in C(=S)=S (carbon disulfide). Reaction conditions: temperature 20 celsius, time 5 minute. The product is BrC(C(=O)C1=CC=C(C=C1)F)(C)C (2-bromo-4'-fluoro-2-methylpropiophenone). Reaction SMILES: [Cl-].[Al+3].[Cl-].[Cl-].[F:5][C:6]1[CH:11]=[CH:10][CH:9]=[CH:8][CH:7]=1.[BrH:12].CN([CH2:16][CH:17]([CH3:21])[C:18](Br)=[O:19])C>C(=S)=S>[Br:12][C:17]([CH3:21])([CH3:16])[C:18]([C:9]1[CH:10]=[CH:11][C:6]([F:5])=[CH:7][CH:8]=1)=[O:19] |f:0.1.2.3,5.6|. Reported procedure: A slurry of 14 g. (0.105 mole) of anhydrous aluminum chloride in 14.4 g. (0.150 mole) of fluorobenzene and 24 ml. of carbon disulfide is cooled to 15°C. To it is added 0.100 mole of α-(dimethylaminomethyl)propionyl bromide hydrobromide over 10-15 minutes at 15°-20°C. The reaction is stirred for five minutes at 20°C and then quenched on ice. The product is extracted into chloroform. The chloroform layer is washed with aqueous sodium bicarbonate, dried over anhydrous sodium sulfate and concentrate...